This data is from the Open Reaction Database (ORD), a public repository of structured organic reaction records. The task is: describe an organic reaction: reactants, conditions, products, and yield The reactants are lupinane amine, C(=O)(O)[O-].[Na+] (NaHCO3), CO (MeOH), [C@H]1(CCCN2CCCC[C@H]12)CN (1-[(1S,9aR)-octahydro-2H-quinolizin-1-yl]methanamine), 2,4-dichloro-5-X-pyrimidine. Run in O (H2O). Reaction conditions: time 1 day. The product is C[C@@H]1CCCN2[C@@H]1CCCC2 (Lupinane). RXN SMILES: [C@H:1]1([CH2:11]N)[C@@H:10]2[N:5]([CH2:6][CH2:7][CH2:8][CH2:9]2)[CH2:4][CH2:3][CH2:2]1.C([O-])(O)=O.[Na+].CO>O>[CH3:11][C@H:1]1[C@H:10]2[CH2:9][CH2:8][CH2:7][CH2:6][N:5]2[CH2:4][CH2:3][CH2:2]1 |f:1.2|. Reported procedure: The lupinane amine.2HCl (1-[(1S,9aR)-octahydro-2H-quinolizin-1-yl]methanamine, CAS #: 75532-84-2, commercially available from ChemBridge, San Diego) (1.0 eq) was combined with 2,4-dichloro-5-X-pyrimidine (X=H, F, Cl, Me, CF3, CN, CONH2, OMe, NMe2) (1.0 eq) and NaHCO3 (1.2 eq). A mixture of MeOH:H2O (4/1) (concentration of the reaction mixture: ca. 0.1-0.5 M) was added and the resulting suspension was stirred for 1 d at RT. After the completion of the reaction was confirmed by TLC and HPLC, silic... Reaction SMILES: [CH2:1]([CH3:2])[O:3][C:4]([CH:5]([CH2:6][NH:7][C:8](=[O:9])[CH:10]1[CH2:11][N:12]([C:16]([CH2:17][CH2:18][CH:19]2[CH2:20][CH2:21][N:22]([C:25](=[O:26])[O:27][CH2:28][c:29]3[cH:30][cH:31][cH:32][cH:33][cH:34]3)[CH2:23][CH2:24]2)=[O:35])[CH2:13][CH2:14][CH2:15]1)[NH:36][C:37]([O:38][C:39]([CH3:40])([CH3:41])[CH3:42])=[O:43])=[O:44].[CH3:46][CH2:47][O:48][C:49](=[O:50])[CH3:51].[ClH:45]>>[CH2:1]([CH3:2])[O:3][C:4]([CH:5]([CH2:6][NH:7][C:8](=[O:9])[CH:10]1[CH2:11][N:12]([C:16]([CH2:17][CH2:18][CH:19]2[CH2:20][CH2:21][N:22]([C:25](=[O:26])[O:27][CH2:28][c:29]3[cH:30][cH:31][cH:32][cH:33][cH:34]3)[CH2:23][CH2:24]2)=[O:35])[CH2:13][CH2:14][CH2:15]1)[NH2:36])=[O:44].[ClH:45]. The reactants are CCOC(=O)C(CNC(=O)C1CCCN(C(=O)CCC2CCN(C(=O)OCc3ccccc3)CC2)C1)NC(=O)OC(C)(C)C, CCOC(C)=O, Cl. The product is CCOC(=O)C(N)CNC(=O)C1CCCN(C(=O)CCC2CCN(C(=O)OCc3ccccc3)CC2)C1, Cl. Reactants: [Ca+2].OC(C(=O)[O-])CCSC.OC(C(=O)[O-])CCSC (2-hydroxy-4-methylmercaptobutyric acid calcium salt), [Cl-].[Na+] (sodium chloride). The solvent is Cl (HCl). Run at time 30 minute. Product: OC(C(=O)OC)CCSC (2-Hydroxy-4-methylmercaptobutyric acid, Methyl Ester). Yield: 128.3%. As a reaction SMILES: [Ca+2].[OH:2][CH:3]([CH2:7][CH2:8][S:9][CH3:10])[C:4]([O-:6])=[O:5].O[CH:12](CCSC)C([O-])=O.[Cl-].[Na+]>Cl>[OH:2][CH:3]([CH2:7][CH2:8][S:9][CH3:10])[C:4]([O:6][CH3:12])=[O:5] |f:0.1.2,3.4|. Procedure: A solution of DL, 2-hydroxy-4-methylmercaptobutyric acid calcium salt (2.2 g) in 0.5M HCl (50 mL) was saturated with sodium chloride, extracted exhaustively with EtOAc, which was dried (MgSO4), filtered and concentrated. The residue was dissolved in methanol (10 mL) and trimethylsilyldiazomethane (2M in hexane) was added until the yellow color persisted for 30 min. The reaction was quenched by addition of glacial acetic acid and concentrated. The residue was purified by silica gel chromatography...